This data is from the Open Reaction Database (ORD), a public repository of structured organic reaction records. The task is: describe an organic reaction: reactants, conditions, products, and yield The reactants are Cl.N1=CC(=CC=C1)COC(=O)NCC1=CC=C(C(=O)Cl)C=C1 (4-[N-(pyridin-3-ylmethoxycarbonyl)aminomethyl]benzoyl chloride hydrochloride), N1C=NC=C1 (imidazole). Solvent: O1CCCC1 (tetrahydrofuran). Conditions: time 1 hour. The product is N1=CC(=CC=C1)COC(=O)NCC1=CC=C(C(=O)N2C=NC=C2)C=C1 (1-{4-[N-(pyridin-3-ylmethoxycarbonyl)aminomethyl]benzoyl}imidazole). Isolated yield 55.4%. RXN SMILES: Cl.[N:2]1[CH:7]=[CH:6][CH:5]=[C:4]([CH2:8][O:9][C:10]([NH:12][CH2:13][C:14]2[CH:22]=[CH:21][C:17]([C:18](Cl)=[O:19])=[CH:16][CH:15]=2)=[O:11])[CH:3]=1.[NH:23]1[CH:27]=[CH:26][N:25]=[CH:24]1>O1CCCC1>[N:2]1[CH:7]=[CH:6][CH:5]=[C:4]([CH2:8][O:9][C:10]([NH:12][CH2:13][C:14]2[CH:22]=[CH:21][C:17]([C:18]([N:23]3[CH:27]=[CH:26][N:25]=[CH:24]3)=[O:19])=[CH:16][CH:15]=2)=[O:11])[CH:3]=1 |f:0.1|. Procedure details: 1 g (2.9 mmole) of 4-[N-(pyridin-3-ylmethoxycarbonyl)aminomethyl]benzoyl chloride hydrochloride was added to a tetrahydrofuran (10 ml) solution including 0.6 g (8.8 mmole) of imidazole, followed by stirring for 1 hour. A deposited imidazole hydrochloride was removed by filtration, and the reaction solution was then concentrated. Ethyl acetate and water were added to the solution to carry out partition, and the organic layer was then treated in an ordinary manner to obtain 0.54 g (yield: 55%) of ... Starting materials: CC1(OB(OC1(C)C)C=1C=CC(=NC1)C=1C=NC(=NC1)N)C (5-(5-(4,4,5,5-tetramethyl-1,3,2-dioxaborolan-2-yl)pyridin-2-yl)pyrimidin-2-amine), BrC1=C(C=CC=C1)S(=O)(=O)NC(C)(C)C (2-bromo-N-(tert-butyl)benzenesulfonamide). Yields the product NC1=NC=C(C=N1)C1=CC=C(C=N1)C1=C(C=CC=C1)S(=O)(=O)NC(C)(C)C (2-[6-(2-Aminopyrimidin-5-yl)pyridin-3-yl]-N-tert-butylbenzenesulfonamide). RXN SMILES: CC1(C)C(C)(C)OB([C:9]2[CH:10]=[CH:11][C:12]([C:15]3[CH:16]=[N:17][C:18]([NH2:21])=[N:19][CH:20]=3)=[N:13][CH:14]=2)O1.Br[C:24]1[CH:29]=[CH:28][CH:27]=[CH:26][C:25]=1[S:30]([NH:33][C:34]([CH3:37])([CH3:36])[CH3:35])(=[O:32])=[O:31]>>[NH2:21][C:18]1[N:19]=[CH:20][C:15]([C:12]2[N:13]=[CH:14][C:9]([C:24]3[CH:29]=[CH:28][CH:27]=[CH:26][C:25]=3[S:30]([NH:33][C:34]([CH3:37])([CH3:36])[CH3:35])(=[O:31])=[O:32])=[CH:10][CH:11]=2)=[CH:16][N:17]=1. Procedure: The title compound was prepared in a manner similar to that described in Example 427 using 5-(5-(4,4,5,5-tetramethyl-1,3,2-dioxaborolan-2-yl)pyridin-2-yl)pyrimidin-2-amine and 2-bromo-N-(tert-butyl)benzenesulfonamide. MS (ESI): mass calcd. for C19H21N5O2S, 383.14; m/z found, 384.1 [M+H]+. 1H NMR (400 MHz, CD3OD) δ 8.96 (s, 2H), 8.62 (dd, J=2.3, 0.9, 1H), 8.34 (d, J=1.8, 1H), 8.01 (dd, J=8.0, 1.6, 1H), 7.94 (dd, J=8.2, 2.3, 1H), 7.87 (dd, J=8.2, 0.9, 1H), 7.65 (d, J=7.9, 1H), 2.84 (q, J=7.2, 2H),... Reactants: BrC1=C(C=C(C=C1)N1N=CN=C1)C (1-(4-bromo-3-methylphenyl)-1,2,4-triazole), B(O)(O)C1=CC=C(C(=O)O)C=C1 (4-boronobenzoic acid). Yields the product CC1=C(C=CC(=C1)N1N=CN=C1)C1=CC=C(C=C1)C(=O)O (2'-Methyl-4'-(1,2,4-triazol-1-yl)-1,1'-biphenyl-4-carboxylic acid). Yield: 63.9%. As a reaction SMILES: Br[C:2]1[CH:7]=[CH:6][C:5]([N:8]2[CH:12]=[N:11][CH:10]=[N:9]2)=[CH:4][C:3]=1[CH3:13].B([C:17]1[CH:25]=[CH:24][C:20]([C:21]([OH:23])=[O:22])=[CH:19][CH:18]=1)(O)O>>[CH3:13][C:3]1[CH:4]=[C:5]([N:8]2[CH:12]=[N:11][CH:10]=[N:9]2)[CH:6]=[CH:7][C:2]=1[C:17]1[CH:25]=[CH:24][C:20]([C:21]([OH:23])=[O:22])=[CH:19][CH:18]=1. Reported procedure: The title compound (0.15 g) was prepared from 1-(4-bromo-3-methylphenyl)-1,2,4-triazole (D63, 0.2 g) and 4-boronobenzoic acid (0.14 g) as described in Description 15. Reactants: C1(CCCCC1)N=C=O (cyclohexylisocyanate), Cl.FC=1C=C2CCNCC2=CC1C1=NC(=NC(=C1)N1CCN(CC1)C)N (4-(6-fluoro-1,2,3,4-tetrahydroisoquinolin-7-yl)-6-(4-methylpiperazin-1-yl)pyrimidin-2-amine HCl salt). The product is NC1=NC(=CC(=N1)C1=C(C=C2CCN(CC2=C1)C(=O)NC1CCCCC1)F)N1CCN(CC1)C (7-[2-Amino-6-(4-methylpiperazin-1-yl)pyrimidin-4-yl]-N-cyclohexyl-6-fluoro-3,4-dihydroisoquinoline-2(1H)-carboxamide). RXN SMILES: [CH:1]1([N:7]=[C:8]=[O:9])[CH2:6][CH2:5][CH2:4][CH2:3][CH2:2]1.Cl.[F:11][C:12]1[CH:13]=[C:14]2[C:19](=[CH:20][C:21]=1[C:22]1[CH:27]=[C:26]([N:28]3[CH2:33][CH2:32][N:31]([CH3:34])[CH2:30][CH2:29]3)[N:25]=[C:24]([NH2:35])[N:23]=1)[CH2:18][NH:17][CH2:16][CH2:15]2>>[NH2:35][C:24]1[N:23]=[C:22]([C:21]2[CH:20]=[C:19]3[C:14]([CH2:15][CH2:16][N:17]([C:8]([NH:7][CH:1]4[CH2:6][CH2:5][CH2:4][CH2:3][CH2:2]4)=[O:9])[CH2:18]3)=[CH:13][C:12]=2[F:11])[CH:27]=[C:26]([N:28]2[CH2:29][CH2:30][N:31]([CH3:34])[CH2:32][CH2:33]2)[N:25]=1 |f:1.2|. Procedure details: This compound was prepared by using procedures analogous to those described for the synthesis of Example 75, Step 6 starting from cyclohexylisocyanate (Aldrich, Cat. #C105198) and 4-(6-fluoro-1,2,3,4-tetrahydroisoquinolin-7-yl)-6-(4-methylpiperazin-1-yl)pyrimidin-2-amine HCl salt. Analytic LCMS (M+H)+: m/z=468.2. Reactants: COC(=O)c1ccc(COc2ccc3c(c2)CCN(C2CCCC2)CC3)cc1, CO, [Na+], [OH-], O. Product: O=C(O)c1ccc(COc2ccc3c(c2)CCN(C2CCCC2)CC3)cc1. Reaction SMILES: [CH3:1][O:2][C:3]([c:4]1[cH:5][cH:6][c:7]([CH2:10][O:11][c:12]2[cH:13][c:14]3[c:15]([cH:26][cH:27]2)[CH2:16][CH2:17][N:18]([CH:21]2[CH2:22][CH2:23][CH2:24][CH2:25]2)[CH2:19][CH2:20]3)[cH:8][cH:9]1)=[O:28].[CH3:29][OH:30].[Na+:32].[OH-:31].[OH2:33]>>[O:2]=[C:3]([c:4]1[cH:5][cH:6][c:7]([CH2:10][O:11][c:12]2[cH:13][c:14]3[c:15]([cH:26][cH:27]2)[CH2:16][CH2:17][N:18]([CH:21]2[CH2:22][CH2:23][CH2:24][CH2:25]2)[CH2:19][CH2:20]3)[cH:8][cH:9]1)[OH:28]. The reactants are O=C(CN1N=CC=C1NC(C1=CC=CC=C1)(C1=CC=CC=C1)C1=CC=CC=C1)C (1-(2-oxopropyl)-5-triphenylmethylaminopyrazole), Cl (hydrochloric acid), C(C)(=O)OCC (ethyl acetate), C([O-])(O)=O.[Na+] (sodium bicarbonate). Run in CO (methanol), O1CCCC1 (tetrahydrofuran). Reaction conditions: time 2 hour. Product: CC=1NC=2N(N=CC2)C1 (2-methyl-1H-imidazo[1,2-b]pyrazole). Reaction SMILES: O=C(C)C[N:4]1[C:8]([NH:9][C:10]([C:23]2C=CC=CC=2)([C:17]2C=CC=CC=2)C2C=CC=CC=2)=[CH:7][CH:6]=[N:5]1.Cl.C(OCC)(=O)C.C(=O)(O)[O-].[Na+]>CO.O1CCCC1>[CH3:23][C:10]1[NH:9][C:8]2[N:4]([CH:17]=1)[N:5]=[CH:6][CH:7]=2 |f:3.4|. Reported procedure: To a solution of 1-(2-oxopropyl)-5-triphenylmethylaminopyrazole (0.75 g) in methanol was added conc. hydrochloric acid (0.75 ml). The mixture was stirred for 2 hours. The reaction mixture was added to a mixture of ethyl acetate, tetrahydrofuran and ice-cold water, and the mixture was adjusted to pH 8 with sodium bicarbonate. The organic layer was separated and dried over magnesium sulfate. The magnesium sulfate was filtered off, and the filtrate was evaporated under reduced pressure. The residue...